Dataset: the Open Reaction Database (ORD), a public repository of structured organic reaction records. Task: describe an organic reaction: reactants, conditions, products, and yield The reactants are OC=1C=C(OC2=CC3=CC(=CC=C3C=C2)OC2=CC(=C(C=C2)[N+](=O)[O-])O)C=CC1[N+](=O)[O-] (2,7-bis(3-hydroxy-4-nitrophenoxy)naphthalene), [K+].[Br-] (KBr). Product: NC1=C(C=C(OC2=CC3=CC(=CC=C3C=C2)OC2=CC(=C(C=C2)N)O)C=C1)O (2,7-Bis(4-amino-3-hydroxyphenoxy)naphthalene). Yield: 78.6%. As a reaction SMILES: [OH:1][C:2]1[CH:3]=[C:4]([CH:27]=[CH:28][C:29]=1[N+:30]([O-])=O)[O:5][C:6]1[CH:15]=[CH:14][C:13]2[C:8](=[CH:9][C:10]([O:16][C:17]3[CH:22]=[CH:21][C:20]([N+:23]([O-])=O)=[C:19]([OH:26])[CH:18]=3)=[CH:11][CH:12]=2)[CH:7]=1.[K+].[Br-]>>[NH2:23][C:20]1[CH:21]=[CH:22][C:17]([O:16][C:10]2[CH:11]=[CH:12][C:13]3[C:8](=[CH:7][C:6]([O:5][C:4]4[CH:27]=[CH:28][C:29]([NH2:30])=[C:2]([OH:1])[CH:3]=4)=[CH:15][CH:14]=3)[CH:9]=2)=[CH:18][C:19]=1[OH:26] |f:1.2|. Procedure: 2,7-Bis(4-amino-3-hydroxyphenoxy)naphthalene was synthesized in a manner analogous to Example 2 from 2,7-bis(3-hydroxy-4-nitrophenoxy)naphthalene. Yield: 78.6%; mp 201˜210° C.; IR (KBr) 3295, 3362, 1495 cm−1; MS (EI) m/z 374 (M+, 100); Elemental Anal. Calcd. for C22H18N2O4: C, 70.59; H, 4.81; N, 7.49. Found: C, 70.42; H, 4.88; N, 7.42. Starting materials: O1C2C([C@H](C\C=C/CCCC(=O)O)[C@H](C21)\C=C\[C@H](CCCCC)O)=O ((5Z,13E,15S)-10ξ,11ξ-epoxy-15-hydroxy-9-oxoprosta-5,13-dien-1-oic acid), N1=CC=CC=C1 (pyridine), C(C)(=O)OC(C)=O (acetic anhydride), resultant mixture. The solvent is O (water). Reaction conditions: time 18 hour. Yields the product C(C)(=O)O[C@H](/C=C/[C@H]1C2C(C([C@@H]1C\C=C/CCCC(=O)O)=O)O2)CCCCC ((5Z,13E,15S)-15-acetoxy-10ξ,11ξ-epoxy-9-oxoprosta-5,13-dien-1-oic acid). RXN SMILES: [O:1]1[CH:15]2[CH:2]1[C:3](=[O:25])[C@@H:4]([C@H:14]2/[CH:16]=[CH:17]/[C@@H:18]([OH:24])[CH2:19][CH2:20][CH2:21][CH2:22][CH3:23])[CH2:5]/[CH:6]=[CH:7]\[CH2:8][CH2:9][CH2:10][C:11]([OH:13])=[O:12].N1C=CC=CC=1.[C:32](OC(=O)C)(=[O:34])[CH3:33]>O>[C:32]([O:24][C@@H:18]([CH2:19][CH2:20][CH2:21][CH2:22][CH3:23])/[CH:17]=[CH:16]/[C@@H:14]1[C@@H:4]([CH2:5]/[CH:6]=[CH:7]\[CH2:8][CH2:9][CH2:10][C:11]([OH:13])=[O:12])[C:3](=[O:25])[CH:2]2[O:1][CH:15]12)(=[O:34])[CH3:33]. Procedure details: to a solution of 1 part of (5Z,13E,15S)-10ξ,11ξ-epoxy-15-hydroxy-9-oxoprosta-5,13-dien-1-oic acid in 30 parts of pyridine at 5° is added 10 parts of acetic anhydride. The resultant mixture is allowed to stand at 5° for 18 hours, whereupon it is poured into 10 volumes of water. The mixture thus obtained is allowed to stand for 1 hour, then extracted with ethyl acetate. The extract is washed with water, dried over anhydrous sodium sulfate, and stripped of solvent by vacuum distillation. The residu...